Task: describe an organic reaction: reactants, conditions, products, and yield. Dataset: the Open Reaction Database (ORD), a public repository of structured organic reaction records Product: O=[N+]([O-])c1cc(Oc2ccccc2)ccc1O. As a reaction SMILES: [C:19]([OH:20])(=[O:21])[CH3:22].[OH:15][N+:16]([O-:17])=[O:18].[OH:1][c:2]1[cH:3][cH:4][c:5]([O:6][c:7]2[cH:8][cH:9][cH:10][cH:11][cH:12]2)[cH:13][cH:14]1>>[OH:1][c:2]1[cH:3][cH:4][c:5]([O:6][c:7]2[cH:8][cH:9][cH:10][cH:11][cH:12]2)[cH:13][c:14]1[N+:16](=[O:15])[O-:17]. Reactants: CC(=O)O, O=[N+]([O-])O, Oc1ccc(Oc2ccccc2)cc1.